The task is: describe an organic reaction: reactants, conditions, products, and yield. This data is from the Open Reaction Database (ORD), a public repository of structured organic reaction records. Reactants: CC(C)(C)c1cc2ccc([N+](=O)[O-])cc2[nH]1, CO, [H][H]. Product: CC(C)(C)c1cc2ccc(N)cc2[nH]1. As a reaction SMILES: [C:1]([CH3:2])([CH3:3])([CH3:4])[c:5]1[nH:6][c:7]2[cH:8][c:9]([N+:14]([O-:15])=[O:16])[cH:10][cH:11][c:12]2[cH:13]1.[CH3:19][OH:20].[H:17][H:18]>>[C:1]([CH3:2])([CH3:3])([CH3:4])[c:5]1[nH:6][c:7]2[cH:8][c:9]([NH2:14])[cH:10][cH:11][c:12]2[cH:13]1. Starting materials: FC(C=1C=C(C=C(C1)C(F)(F)F)C(C(=O)N(C)C=1C(=NC(=NC1)S(=O)(=O)C)C1=C(C=CC=C1)C)(C)C)(F)F (2-(3,5-bis-trifluoromethyl-phenyl)-N-(2-methanesulfonyl-4-o-tolyl-pyrimidin-5-yl)-N-methyl-isobutyramide), O1CCOCC1 (dioxane). Reaction conditions: time 16 hour. Product: FC(C=1C=C(C=C(C1)C(F)(F)F)C(C(=O)N(C=1C(=NC(=NC1)N1CCN(CC1)C)C1=C(C=CC=C1)C)C)(C)C)(F)F (2-(3,5-bis-trifluoromethyl-phenyl)-N-methyl-N-[2-(4-methyl-piperazin-1-yl)-4-o-tolyl-pyrimidin-5-yl]-isobutyramide). Yield: 143.5%. As a reaction SMILES: [F:1][C:2]([F:38])([F:37])[C:3]1[CH:4]=[C:5]([C:13]([CH3:36])([CH3:35])[C:14]([N:16]([C:18]2[C:19]([C:28]3[CH:33]=[CH:32][CH:31]=[CH:30][C:29]=3[CH3:34])=[N:20][C:21](S(C)(=O)=O)=[N:22][CH:23]=2)[CH3:17])=[O:15])[CH:6]=[C:7]([C:9]([F:12])([F:11])[F:10])[CH:8]=1.O1[CH2:44][CH2:43]OCC1>>[F:1][C:2]([F:38])([F:37])[C:3]1[CH:4]=[C:5]([C:13]([CH3:36])([CH3:35])[C:14]([N:16]([CH3:17])[C:18]2[C:19]([C:28]3[CH:33]=[CH:32][CH:31]=[CH:30][C:29]=3[CH3:34])=[N:20][C:21]([N:22]3[CH2:44][CH2:43][N:16]([CH3:14])[CH2:18][CH2:23]3)=[N:22][CH:23]=2)=[O:15])[CH:6]=[C:7]([C:9]([F:12])([F:11])[F:10])[CH:8]=1. Reported procedure: To a solution of 0.5 g (0.89 mmol) 2-(3,5-bis-trifluoromethyl-phenyl)-N-(2-methanesulfonyl-4-o-tolyl-pyrimidin-5-yl)-N-methyl-isobutyramide in 10 ml dioxane 0.25 ml (2.23 mmol) 1-methylpiperazine was added. The reaction mixture was stirred for 16 hrs. After evaporation of the solvent, the residue was distributed between 50 ml CH2Cl2 and 50 ml H2O. The aqueous layer was extracted with 50 ml CH2Cl2, the combined organic layers dried (MgSO4), filtered and evaporated. The residue was purified by chr... Reactants: Clc1sc2c(c1Cl)CCN(Cc1ccccc1)CC2, [Li]CCCC, C1CCOC1, CC(C)(C)C(=O)Cl, CCCCCC. Yields the product CC(C)(C)C(=O)c1sc2c(c1Cl)CCN(Cc1ccccc1)CC2. Reaction SMILES: [CH2:1]([c:2]1[cH:3][cH:4][cH:5][cH:6][cH:7]1)[N:8]1[CH2:9][CH2:10][c:11]2[c:12]([c:15]([Cl:19])[c:16]([Cl:18])[s:17]2)[CH2:13][CH2:14]1.[CH2:20]([Li:21])[CH2:22][CH2:23][CH3:24].[CH2:32]1[O:33][CH2:34][CH2:35][CH2:36]1.[CH3:25][C:26]([C:27](=[O:28])[Cl:29])([CH3:30])[CH3:31].[CH3:37][CH2:38][CH2:39][CH2:40][CH2:41][CH3:42]>>[CH2:1]([c:2]1[cH:3][cH:4][cH:5][cH:6][cH:7]1)[N:8]1[CH2:9][CH2:10][c:11]2[c:12]([c:15]([Cl:19])[c:16]([C:27]([C:26]([CH3:25])([CH3:30])[CH3:31])=[O:28])[s:17]2)[CH2:13][CH2:14]1. The reactants are C(C)OC(=S)[S-].[K+] (potassium ethylxanthate), FC(C(C(F)(F)F)(O)C1=CC(=C(N)C(=C1)C)C)(F)F (4-(hexafluoro-2-hydroxy-2-propyl)-2,6-dimethylaniline), Cl (HCl), N(=O)[O-].[Na+] (NaNO2). The solvent is O (H2O), O (H2O). Conditions: temperature 0 celsius, time 30 minute. The product is FC(C(C(F)(F)F)(O)C1=CC(=C(C(=C1)C)S)C)(F)F (4-(hexafluoro-2-hydroxy-2-propyl)-2,6-dimethylthiophenol). Reaction SMILES: [F:1][C:2]([F:19])([F:18])[C:3]([C:9]1[CH:15]=[C:14]([CH3:16])[C:12](N)=[C:11]([CH3:17])[CH:10]=1)([OH:8])[C:4]([F:7])([F:6])[F:5].Cl.N([O-])=O.[Na+].C(OC([S-])=[S:29])C.[K+]>O>[F:1][C:2]([F:19])([F:18])[C:3]([C:9]1[CH:15]=[C:14]([CH3:16])[C:12]([SH:29])=[C:11]([CH3:17])[CH:10]=1)([OH:8])[C:4]([F:7])([F:6])[F:5] |f:2.3,4.5|. Procedure: To 4-(hexafluoro-2-hydroxy-2-propyl)-2,6-dimethylaniline (20.0 g=70 mmol), add 50 ml 4 N HCl. Reflux 1 hr., cool to 0° C., and add over 1 hour NaNO2 (6.0 g=87 mmol) in 13 ml H2O. After 30 min., add to a 45° C. solution of potassium ethylxanthate (14.3 g=83 mmol) in 40 ml H2O. Keep at 45° C. for 30 minutes, cool, and extract with ether. Dry and concentrate. Dissolve the oil in 100 ml EtOH, add potassium hydroxide (17.5 g) and reflux 1 hour. Concentrate, then add 50 ml water and 10 ml concentrated... Starting materials: C(C)(C)NCCOC1=C(C=C(NC(C2=C(C=CC=C2)S(=O)(=O)C)=O)C=C1)NS(=O)(=O)C (4′-[2-(Isopropylamino)ethoxy]-3′-methanesulfonamido-2-(methanesulfonyl)benzanilide), solution, Cl.C(C)O (HCl ethanol). The solvent is C(C)O (ethanol). Yields the product Cl.C(C)(C)NCCOC1=C(C=C(NC(C2=C(C=CC=C2)S(=O)(=O)C)=O)C=C1)NS(=O)(=O)C (4′-[2-(isopropylamino)ethoxy]-3′-methanesulfonamido-2-(methanesulfonyl)benzanilide hydrochloride). Reaction SMILES: [CH:1]([NH:4][CH2:5][CH2:6][O:7][C:8]1[CH:26]=[CH:25][C:11]([NH:12][C:13](=[O:24])[C:14]2[CH:19]=[CH:18][CH:17]=[CH:16][C:15]=2[S:20]([CH3:23])(=[O:22])=[O:21])=[CH:10][C:9]=1[NH:27][S:28]([CH3:31])(=[O:30])=[O:29])([CH3:3])[CH3:2].[ClH:32].C(O)C>C(O)C>[ClH:32].[CH:1]([NH:4][CH2:5][CH2:6][O:7][C:8]1[CH:26]=[CH:25][C:11]([NH:12][C:13](=[O:24])[C:14]2[CH:19]=[CH:18][CH:17]=[CH:16][C:15]=2[S:20]([CH3:23])(=[O:21])=[O:22])=[CH:10][C:9]=1[NH:27][S:28]([CH3:31])(=[O:30])=[O:29])([CH3:3])[CH3:2] |f:1.2,4.5|. Procedure details: 4′-[2-(Isopropylamino)ethoxy]-3′-methanesulfonamido-2-(methanesulfonyl)benzanilide (1.6 g) was dissolved into ethanol (50 ml) and to this solution 1N HCl/ethanol (9 ml) was added in an ice bath. The mixture was stirred. Crystals separated were collected by filtration, washed with ethanol (5 ml) and dried under vacuum to obtain 4′-[2-(isopropylamino)ethoxy]-3′-methanesulfonamido-2-(methanesulfonyl)benzanilide hydrochloride (1.6 g) as white crystal. The reactants are CC1Cc2cc3c(cc2C(c2ccccc2)=N1)OCO3, C1=NCCc2ccccc21. The product is CC1Cc2cc3c(cc2C(c2ccccc2)N1)OCO3. RXN SMILES: [CH2:1]1[O:2][c:3]2[cH:4][c:5]3[c:10]([cH:11][c:12]2[O:13]1)[C:9]([c:14]1[cH:15][cH:16][cH:17][cH:18][cH:19]1)=[N:8][CH:7]([CH3:20])[CH2:6]3.[CH:21]1=[N:30][CH2:29][CH2:28][c:23]2[c:22]1[cH:27][cH:26][cH:25][cH:24]2>>[CH2:1]1[O:2][c:3]2[cH:4][c:5]3[c:10]([cH:11][c:12]2[O:13]1)[CH:9]([c:14]1[cH:15][cH:16][cH:17][cH:18][cH:19]1)[NH:8][CH:7]([CH3:20])[CH2:6]3. The reactants are CC1CC(O)c2ncnc(N3CCN(C(=O)C(CN(CC4CC4)C(=O)OC(C)(C)C)c4ccc(Cl)cc4)CC3)c21, Cl, C1COCCO1. Yields the product CC1CC(O)c2ncnc(N3CCN(C(=O)C(CNCC4CC4)c4ccc(Cl)cc4)CC3)c21. As a reaction SMILES: [Cl:1][c:2]1[cH:3][cH:4][c:5]([CH:8]([CH2:9][N:10]([C:11](=[O:12])[O:13][C:14]([CH3:15])([CH3:16])[CH3:17])[CH2:18][CH:19]2[CH2:20][CH2:21]2)[C:22](=[O:23])[N:24]2[CH2:25][CH2:26][N:27]([c:30]3[c:31]4[c:32]([n:33][cH:34][n:35]3)[CH:36]([OH:40])[CH2:37][CH:38]4[CH3:39])[CH2:28][CH2:29]2)[cH:6][cH:7]1.[ClH:41].[O:42]1[CH2:43][CH2:44][O:45][CH2:46][CH2:47]1>>[Cl:1][c:2]1[cH:3][cH:4][c:5]([CH:8]([CH2:9][NH:10][CH2:18][CH:19]2[CH2:20][CH2:21]2)[C:22](=[O:23])[N:24]2[CH2:25][CH2:26][N:27]([c:30]3[c:31]4[c:32]([n:33][cH:34][n:35]3)[CH:36]([OH:40])[CH2:37][CH:38]4[CH3:39])[CH2:28][CH2:29]2)[cH:6][cH:7]1.